This data is from the Open Reaction Database (ORD), a public repository of structured organic reaction records. The task is: describe an organic reaction: reactants, conditions, products, and yield Starting materials: O (water), O[Li].O (LiOH.H2O), FC1=CC=C(C=C1)S(=O)(=O)NC1(CC1)C(=O)OC (methyl 1-[(4-fluorophenyl)sulfonylamino]cyclopropanecarboxylate). Run in C1CCOC1 (THF). Run at time 3 hour. The product is FC1=CC=C(C=C1)S(=O)(=O)NC1(CC1)C(=O)O (1-[(4-fluorophenyl)sulfonylamino]cyclopropanecarboxylic acid). Yield: 98.1%. Reaction SMILES: [F:1][C:2]1[CH:7]=[CH:6][C:5]([S:8]([NH:11][C:12]2([C:15]([O:17]C)=[O:16])[CH2:14][CH2:13]2)(=[O:10])=[O:9])=[CH:4][CH:3]=1.O.O[Li].O>C1COCC1>[F:1][C:2]1[CH:7]=[CH:6][C:5]([S:8]([NH:11][C:12]2([C:15]([OH:17])=[O:16])[CH2:14][CH2:13]2)(=[O:9])=[O:10])=[CH:4][CH:3]=1 |f:2.3|. Procedure details: Compound 13A (645 mg, 2.36 mmol) dissolved in THF (10 ml) and water (5 ml) was added with LiOH.H2O (3 equiv., 297 mg) and the reaction was stirred at rt 3 hours. The reaction was concentrated under vacuum. Water was added and 10% HCl till precipitation of the acid. The acid was extracted with ethyl acetate and the organic phase was washed with Brine, dried over sodium sulfate and concentrated under vacuum to give 600 mg of 15C as a white solid. Yield=98%. 1HNMR (DMSO, 200 MHz) δ 1.38 (2H, m), 1....